Dataset: the Open Reaction Database (ORD), a public repository of structured organic reaction records. Task: describe an organic reaction: reactants, conditions, products, and yield Reactants: COC1=CC=C(C=C1)[C@H]1NC(N(C1=O)[C@H](C(=O)NC=1SC=C(N1)C(CC)=O)[C@@H](C)C1=CC=CC=C1)=O ((2S,3S)-2-[(R)-4-(4-Methoxy-phenyl)-2,5-dioxo-imidazolidin-1-yl]-3-phenyl-N-(4-propionyl-thiazol-2-yl)-butyramide), C[O-].[Na+] (sodium methoxide). Run in CO (methanol), hexanes. Product: COC(=O)C=1N=C(SC1)N (2-amino-thiazole-4-carboxylic acid methyl ester). RXN SMILES: COC1C=CC([C@@H]2C(=O)N([C@@H]([C@H](C3C=CC=CC=3)C)C([NH:18][C:19]3[S:20][CH:21]=[C:22]([C:24](=[O:27])CC)[N:23]=3)=O)C(=O)N2)=CC=1.[CH3:37][O-:38].[Na+]>CO>[CH3:37][O:38][C:24]([C:22]1[N:23]=[C:19]([NH2:18])[S:20][CH:21]=1)=[O:27] |f:1.2|. Reported procedure: 2-Amino-thiazole-4-carboxylic acid ethyl ester (38 g) (prepared as described in Example 4) in methanol (400 mL) was cooled in an ice bath and to it was added 25% sodium methoxide over 0.5 hours. The ice bath was removed after 0.5 hours. A small amount of isoluble material was removed by filtration and to the yellow solution was added saturated aqueous ammonium chloride and the reaction mixture concentrated to remove excess methanol. The mixture was basified to pH=9.0 with saturated aqueous sodiu... The reactants are FC1=CC=C(C=C1)C=1N(C(C(=CN1)NC(=O)OCC1=CC=NC=C1)=O)CC(=O)NC(C(C(F)(F)F)O)C(C)C (2-[2-(4-Fluoropheny)-6-oxo-5-(4-pyridylmethoxycarbonylamino)-1,6-dihydro-1-pyrimidinyl]-N-(3,3,3-trifluoro-2-hydroxy-1-isopropylpropyl)acetamide), CO (methanol). Solvent: ClCCl (dichloromethane). Product: FC1=CC=C(C=C1)C=1N(C(C(=CN1)NC(=O)OCC1=CC=NC=C1)=O)CC(=O)NC(C(C(F)(F)F)=O)C(C)C (2-[2-(4-fluorophenyl)-6-oxo-5-(4-pyridylmethoxycarbonylamino)-1,6-dihydro-1-pyrimidinyl]-N-(3,3,3-trifluoro-1-isopropyl-2-oxopropyl)acetamide). As a reaction SMILES: [F:1][C:2]1[CH:7]=[CH:6][C:5]([C:8]2[N:9]([CH2:26][C:27]([NH:29][CH:30]([CH:37]([CH3:39])[CH3:38])[CH:31]([OH:36])[C:32]([F:35])([F:34])[F:33])=[O:28])[C:10](=[O:25])[C:11]([NH:14][C:15]([O:17][CH2:18][C:19]3[CH:24]=[CH:23][N:22]=[CH:21][CH:20]=3)=[O:16])=[CH:12][N:13]=2)=[CH:4][CH:3]=1.CO>ClCCl>[F:1][C:2]1[CH:7]=[CH:6][C:5]([C:8]2[N:9]([CH2:26][C:27]([NH:29][CH:30]([CH:37]([CH3:39])[CH3:38])[C:31](=[O:36])[C:32]([F:34])([F:35])[F:33])=[O:28])[C:10](=[O:25])[C:11]([NH:14][C:15]([O:17][CH2:18][C:19]3[CH:24]=[CH:23][N:22]=[CH:21][CH:20]=3)=[O:16])=[CH:12][N:13]=2)=[CH:4][CH:3]=1. Procedure details: 2-[2-(4-Fluoropheny)-6-oxo-5-(4-pyridylmethoxycarbonylamino)-1,6-dihydro-1-pyrimidinyl]-N-(3,3,3-trifluoro-2-hydroxy-1-isopropylpropyl)acetamide was subjected to a procedure similar to that described in Example 1. Chromatography, with methanol:dichloromethane (gradient, 5:95, 7:93) as the eluent, gave 2-[2-(4-fluorophenyl)-6-oxo-5-(4-pyridylmethoxycarbonylamino)-1,6-dihydro-1-pyrimidinyl]-N-(3,3,3-trifluoro-1-isopropyl-2-oxopropyl)acetamide as a white solid; NMR (DMSO/D2O): 8.54 (d,2), 8.44 (s,1... Reactants: FC1=CC=C(C=C1)[N+](=O)[O-] (p-fluoronitrobenzene), N1CCCCC1 (piperidine). The solvent is CN(C=O)C (dimethylformamide). Conditions: time 2 hour. The product is [N+](=O)([O-])C1=CC=C(C=C1)N1CCCCC1 (N-(4-nitrophenyl)piperidine). RXN SMILES: F[C:2]1[CH:7]=[CH:6][C:5]([N+:8]([O-:10])=[O:9])=[CH:4][CH:3]=1.[NH:11]1[CH2:16][CH2:15][CH2:14][CH2:13][CH2:12]1>CN(C)C=O>[N+:8]([C:5]1[CH:6]=[CH:7][C:2]([N:11]2[CH2:16][CH2:15][CH2:14][CH2:13][CH2:12]2)=[CH:3][CH:4]=1)([O-:10])=[O:9]. Procedure: A solution of p-fluoronitrobenzene (31.8 ml) in dimethylformamide (200 ml) was ice-cooled and to this was added piperidine (60 ml) dropwise, followed by stirring with ice cooling for 2 hours. After the solvent was distilled off, the residual oily product was dissolved in ethyl acetate ester (200 ml), followed by washing in turn with aqueous saturated solution of sodium bicarbonate and water. Then, the solution was dried over anhydrous magnesium sulfate. After the solvent was distilled off, the r...